Task: describe an organic reaction: reactants, conditions, products, and yield. Dataset: the Open Reaction Database (ORD), a public repository of structured organic reaction records Starting materials: [N-]=C=O (isocyanate), NC1=NOC(=C1)C (3-amino 5-methyl isoxazole), C1(=CC=CC=C1)C.C1CCOC1 (toluene THF). The product is CC1=C(C(=CC=C1)C)NC(=O)NC1=NOC(=C1)C (N-(2,6-dimethyl phenyl)-N'-(5-methyl 3-isoxazolyl) urea). The yield is 64.0%. As a reaction SMILES: [N-:1]=[C:2]=[O:3].[NH2:4][C:5]1[CH:9]=[C:8]([CH3:10])[O:7][N:6]=1.[C:11]1([CH3:17])[CH:16]=[CH:15][CH:14]=[CH:13][CH:12]=1.[CH2:18]1COCC1>>[CH3:17][C:11]1[CH:16]=[CH:15][CH:14]=[C:13]([CH3:18])[C:12]=1[NH:1][C:2]([NH:4][C:5]1[CH:9]=[C:8]([CH3:10])[O:7][N:6]=1)=[O:3] |f:2.3|. Procedure details: 7 g (0.04 mole) of the preceding isocyanate, 4 g (0.04 mole) of 3-amino 5-methyl isoxazole are heated at reflux for 16 h in a toluene THF mixture (100--100 ml). The precipitate formed is filtered off, the solution is concentrated. The crystals are recrystallized from an ethanol-water mixture. M.p.=200° Yield 64%. Reactants: COC(=O)c1cccc(OCCCCCCc2cccc(OCc3ccccc3)c2OCc2ccccc2)c1, CO, [Na+], [OH-]. Product: O=C(O)c1cccc(OCCCCCCc2cccc(OCc3ccccc3)c2OCc2ccccc2)c1. RXN SMILES: [CH3:1][O:2][C:3]([c:4]1[cH:5][c:6]([O:10][CH2:11][CH2:12][CH2:13][CH2:14][CH2:15][CH2:16][c:17]2[c:18]([O:31][CH2:32][c:33]3[cH:34][cH:35][cH:36][cH:37][cH:38]3)[c:19]([O:23][CH2:24][c:25]3[cH:26][cH:27][cH:28][cH:29][cH:30]3)[cH:20][cH:21][cH:22]2)[cH:7][cH:8][cH:9]1)=[O:39].[CH3:40][OH:41].[Na+:43].[OH-:42]>>[O:2]=[C:3]([c:4]1[cH:5][c:6]([O:10][CH2:11][CH2:12][CH2:13][CH2:14][CH2:15][CH2:16][c:17]2[c:18]([O:31][CH2:32][c:33]3[cH:34][cH:35][cH:36][cH:37][cH:38]3)[c:19]([O:23][CH2:24][c:25]3[cH:26][cH:27][cH:28][cH:29][cH:30]3)[cH:20][cH:21][cH:22]2)[cH:7][cH:8][cH:9]1)[OH:39]. Reactants: C(C1=CC=CC=C1)OC1=C(C=CC=C1)C=1OC[C@H](N1)C(=O)O ((S)-2-[2-(Benzyloxy)phenyl]-2-oxazoline-4-carboxylic Acid), CO (methyl alcohol). Product: C(C1=CC=CC=C1)OC1=C(C=CC=C1)C=1OC[C@H](N1)C(=O)OC ((S)-Methyl 2-[2-(Benzyloxy)phenyl]-2-oxazoline-4-carboxylate). As a reaction SMILES: [CH2:1]([O:8][C:9]1[CH:14]=[CH:13][CH:12]=[CH:11][C:10]=1[C:15]1[O:16][CH2:17][C@@H:18]([C:20]([OH:22])=[O:21])[N:19]=1)[C:2]1[CH:7]=[CH:6][CH:5]=[CH:4][CH:3]=1.[CH3:23]O>>[CH2:1]([O:8][C:9]1[CH:14]=[CH:13][CH:12]=[CH:11][C:10]=1[C:15]1[O:16][CH2:17][C@@H:18]([C:20]([O:22][CH3:23])=[O:21])[N:19]=1)[C:2]1[CH:3]=[CH:4][CH:5]=[CH:6][CH:7]=1. Reported procedure: Compound (3) was esterified with methyl alcohol to provide (4). Reactants: OCCCBr, O=c1[nH]c2cc(Br)cc(Br)c2o1, C1CCOC1, CCOC(=O)N=NC(=O)OCC, c1ccc(P(c2ccccc2)c2ccccc2)cc1. Yields the product O=c1oc2c(Br)cc(Br)cc2n1CCCBr. Reaction SMILES: [Br:13][CH2:14][CH2:15][CH2:16][OH:17].[Br:1][c:2]1[cH:3][c:4]([Br:12])[c:5]2[c:6]([nH:7][c:8](=[O:10])[o:9]2)[cH:11]1.[CH2:49]1[O:50][CH2:51][CH2:52][CH2:53]1.[O:18]=[C:19]([O:20][CH2:21][CH3:22])[N:23]=[N:24][C:25]([O:26][CH2:27][CH3:28])=[O:29].[c:30]1([P:31]([c:32]2[cH:33][cH:34][cH:35][cH:36][cH:37]2)[c:38]2[cH:39][cH:40][cH:41][cH:42][cH:43]2)[cH:44][cH:45][cH:46][cH:47][cH:48]1>>[Br:1][c:2]1[cH:3][c:4]([Br:12])[c:5]2[c:6]([n:7]([CH2:16][CH2:15][CH2:14][Br:13])[c:8](=[O:10])[o:9]2)[cH:11]1. The reactants are ClCCl, O, CC(C)(C#CC(=O)c1ccc2nonc2c1)O[Si](C)(C)C. Product: CC(C)(O)C#CC(=O)c1ccc2nonc2c1. As a reaction SMILES: [Cl:22][CH2:23][Cl:24].[OH2:25].[n:1]1[o:2][n:3][c:4]2[c:5]1[cH:6][cH:7][c:8]([C:10]([C:11]#[C:12][C:13]([CH3:14])([O:15][Si:16]([CH3:17])([CH3:18])[CH3:19])[CH3:20])=[O:21])[cH:9]2>>[n:1]1[o:2][n:3][c:4]2[c:5]1[cH:6][cH:7][c:8]([C:10]([C:11]#[C:12][C:13]([CH3:14])([OH:15])[CH3:20])=[O:21])[cH:9]2. Reactants: BrC=1C=C(C=C(C1)C)C (5-bromo-m-xylene), C(C1=CC=CC=C1)(=O)OOC(C1=CC=CC=C1)=O (benzoylperoxide), BrN1C(CCC1=O)=O (N-bromosuccinimide). Solvent: C1=CC=CC=C1 (benzene). Conditions: time 2 hour. The product is BrC=1C=C(CBr)C=C(C1)C (3-bromo-5-methylbenzyl bromide). Yield: 27.8%. RXN SMILES: [Br:1][C:2]1[CH:3]=[C:4]([CH3:9])[CH:5]=[C:6]([CH3:8])[CH:7]=1.C(OOC(=O)C1C=CC=CC=1)(=O)C1C=CC=CC=1.[Br:28]N1C(=O)CCC1=O>C1C=CC=CC=1>[Br:1][C:2]1[CH:7]=[C:6]([CH:5]=[C:4]([CH3:9])[CH:3]=1)[CH2:8][Br:28]. Procedure: To 5-bromo-m-xylene (24.03 g, 0.13 mole) in benzene (125 mL) was added benzoylperoxide (3.04 g, 0.013 mole). The reaction mixture was heated to reflux in a 250 mL round bottom flask. N-bromosuccinimide (18.15 g, 0.10 mole) was added in portions over 15 minutes. After 2 hours, heating was discontinued and the reaction mixture was allowed to cool to room temperature. Precipitated solids were removed by filtration and the filtrate was concentrated. The residue was taken up in hexane and additional ...